From a dataset of the Open Reaction Database (ORD), a public repository of structured organic reaction records. describe an organic reaction: reactants, conditions, products, and yield Starting materials: COC1=CC=C(C(C2=CC=C(C=C2)OC)O)C=C1 (4,4'-dimethoxybenzhydrol), C(CS)(=O)OC (methyl thioglycolate). Solvent: Cl (HCl), C(C)(=O)OCC (ethyl acetate). The product is COC1=CC=C(C=C1)C(SCC(=O)OC)C1=CC=C(C=C1)OC (methyl [[bis-(4-methoxyphenyl)methyl]thio]acetate). Yield: 73.0%. Reaction SMILES: [CH3:1][O:2][C:3]1[CH:18]=[CH:17][C:6]([CH:7](O)[C:8]2[CH:13]=[CH:12][C:11]([O:14][CH3:15])=[CH:10][CH:9]=2)=[CH:5][CH:4]=1.[C:19]([O:23][CH3:24])(=[O:22])[CH2:20][SH:21]>Cl.C(OCC)(=O)C>[CH3:1][O:2][C:3]1[CH:18]=[CH:17][C:6]([CH:7]([C:8]2[CH:13]=[CH:12][C:11]([O:14][CH3:15])=[CH:10][CH:9]=2)[S:21][CH2:20][C:19]([O:23][CH3:24])=[O:22])=[CH:5][CH:4]=1. Reported procedure: A solution of 4,4'-dimethoxybenzhydrol (Aldrich) (300 mg, 1.23 mmol) and methyl thioglycolate (123 mg, 1.35 mmol) in 6 mL of 10% methanolic HCl is heated at reflux for 45 minutes. The reaction is cooled to room temperature, diluted with ethyl acetate, washed with saturated aqueous sodium bicarbonate, brine and dried over magnesium sulfate. The product is concentrated in vacuo to give methyl [[bis-(4-methoxyphenyl)methyl]thio]acetate as a colorless oil in 73% yield. Reactants: C1CCOC1, CCN(C(C)C)C(C)C, Nc1cc2c(cn1)CC1(C2)C(=O)Nc2ncccc21, O=C(O)Cn1c(=O)n(C2CCOC2)c2ccccc21. The product is O=C(Cn1c(=O)n(C2CCOC2)c2ccccc21)Nc1cc2c(cn1)CC1(C2)C(=O)Nc2ncccc21. Reaction SMILES: [CH2:48]1[O:49][CH2:50][CH2:51][CH2:52]1.[CH:39]([N:40]([CH2:41][CH3:42])[CH:43]([CH3:44])[CH3:45])([CH3:46])[CH3:47].[NH2:20][c:21]1[cH:22][c:23]2[c:24]([cH:25][n:26]1)[CH2:27][C:28]1([CH2:29]2)[C:30](=[O:38])[NH:31][c:32]2[n:33][cH:34][cH:35][cH:36][c:37]21.[O:1]=[c:2]1[n:3]([CH:15]2[CH2:16][O:17][CH2:18][CH2:19]2)[c:4]2[c:5]([n:6]1[CH2:7][C:8](=[O:9])[OH:10])[cH:11][cH:12][cH:13][cH:14]2>>[O:1]=[c:2]1[n:3]([CH:15]2[CH2:16][O:17][CH2:18][CH2:19]2)[c:4]2[c:5]([n:6]1[CH2:7][C:8](=[O:10])[NH:20][c:21]1[cH:22][c:23]3[c:24]([cH:25][n:26]1)[CH2:27][C:28]1([CH2:29]3)[C:30](=[O:38])[NH:31][c:32]3[n:33][cH:34][cH:35][cH:36][c:37]31)[cH:11][cH:12][cH:13][cH:14]2. Starting materials: FC=1C=C(C=C(C1)F)[C@H]1NC(C2(CCCC2)CC1)=O ((8S)-8-(3,5-difluorophenyl)-7-azaspiro[4.5]decan-6-one), FC=1C=C(C=C(C1)F)[C@H]1NC(C2(CCCC2)CC1)=O ((8S)-8-(3,5-difluorophenyl)-7-azaspiro[4.5]decan-6-one), NC=1C=C2C[C@]3(C(NC4=NC=CC=C43)=O)CC2=CC1 ((R)-5-amino-1,3-dihydrospiro[indene-2,3′-pyrrolo[2,3-b]pyridin]-2′(1′H)-one). Yields the product C(C=C)N1C(C2(CCCC2)CC[C@H]1C1=CC(=CC(=C1)F)F)=O ((8S)-7-Allyl-8-(3,5-difluorophenyl)-7-azaspiro[4.5]decan-6-one). As a reaction SMILES: [F:1][C:2]1[CH:3]=[C:4]([C@@H:9]2[CH2:18][CH2:17][C:12]3([CH2:16][CH2:15][CH2:14][CH2:13]3)[C:11](=[O:19])[NH:10]2)[CH:5]=[C:6]([F:8])[CH:7]=1.N[C:21]1[CH:22]=C2C(=C[CH:38]=1)C[C@]1(C3C(=NC=CC=3)NC1=O)C2>>[CH2:22]([N:10]1[C@H:9]([C:4]2[CH:3]=[C:2]([F:1])[CH:7]=[C:6]([F:8])[CH:5]=2)[CH2:18][CH2:17][C:12]2([CH2:16][CH2:15][CH2:14][CH2:13]2)[C:11]1=[O:19])[CH:21]=[CH2:38]. Reported procedure: Prepared from (8S)-8-(3,5-difluorophenyl)-7-azaspiro[4.5]decan-6-one (Intermediate 16) by a procedure identical to that described in Intermediate 3 Step B. MS: m/z=306 (M+1). The reactants are OCC(O)CO (glycerol), C(CCCCCCCCCCCCCCCCC)(=O)O (stearic acid), [Sn] (tin), 31.2, OC(C(=O)O)CCCCCCCCCCCCCCCC (hydroxystearic acid), [Sn] (tin), C(CCCCC(=O)O)(=O)O (adipic acid), [Sn] (tin). Run at time 3 hour. The product is OC(C(=O)O)CCCCCCCCCCCCCCCC.C(CCCCCCCCCCCCCCCCC)(=O)O.C(CCCCC(=O)O)(=O)O.OCC(O)CO (glycerol adipate stearate hydroxystearate). Reaction SMILES: [OH:1][CH2:2][CH:3]([CH2:5][OH:6])[OH:4].[C:7]([OH:26])(=[O:25])[CH2:8][CH2:9][CH2:10][CH2:11][CH2:12][CH2:13][CH2:14][CH2:15][CH2:16][CH2:17][CH2:18][CH2:19][CH2:20][CH2:21][CH2:22][CH2:23][CH3:24].[Sn].[C:28]([OH:37])(=[O:36])[CH2:29][CH2:30][CH2:31][CH2:32][C:33]([OH:35])=[O:34].[OH:38][CH:39]([CH2:43][CH2:44][CH2:45][CH2:46][CH2:47][CH2:48][CH2:49][CH2:50][CH2:51][CH2:52][CH2:53][CH2:54][CH2:55][CH2:56][CH2:57][CH3:58])[C:40]([OH:42])=[O:41]>>[OH:38][CH:39]([CH2:43][CH2:44][CH2:45][CH2:46][CH2:47][CH2:48][CH2:49][CH2:50][CH2:51][CH2:52][CH2:53][CH2:54][CH2:55][CH2:56][CH2:57][CH3:58])[C:40]([OH:42])=[O:41].[C:7]([OH:26])(=[O:25])[CH2:8][CH2:9][CH2:10][CH2:11][CH2:12][CH2:13][CH2:14][CH2:15][CH2:16][CH2:17][CH2:18][CH2:19][CH2:20][CH2:21][CH2:22][CH2:23][CH3:24].[C:28]([OH:37])(=[O:36])[CH2:29][CH2:30][CH2:31][CH2:32][C:33]([OH:35])=[O:34].[OH:1][CH2:2][CH:3]([CH2:5][OH:6])[OH:4] |f:5.6.7.8,^3:26|. Procedure details: 74.5 g (0.8 mole) glycerol and 243.0 g (0.9 mole) technical stearic acid were reacted for 2 hours at 195° to 200° C. in the presence of 0.3 g tin powder. In the course of the first hour, the pressure was slowly and continuously reduced to around 70 mbar and thereafter was left at that level. After the addition of 102.2 g (0.7 mole) adipic acid and 0.3 g tin powder, the reaction mixture was kept at 195°-200° C. for 3 hours under decreasing pressure (final value 17 mbar). 31.2 (0.1 mole) technical... Starting materials: C1COCCN1, CC(C)Nc1nc(Cl)nc2cscc12, O. Yields the product CC(C)Nc1nc(N2CCOCC2)nc2cscc12. RXN SMILES: [CH2:15]1[CH2:16][O:17][CH2:18][CH2:19][NH:20]1.[Cl:1][c:2]1[n:3][c:4]([NH:11][CH:12]([CH3:13])[CH3:14])[c:5]2[c:6]([n:7]1)[cH:8][s:9][cH:10]2.[OH2:21]>>[c:2]1([N:20]2[CH2:15][CH2:16][O:17][CH2:18][CH2:19]2)[n:3][c:4]([NH:11][CH:12]([CH3:13])[CH3:14])[c:5]2[c:6]([n:7]1)[cH:8][s:9][cH:10]2. The reactants are FC1=C(C=CC=C1)C=CC(C)=O (4-(2-fluoro-phenyl)-but-3-en-2-one), COC1=C(C=CC=C1)C1CC(CC(C1)=O)=O (5-(2-methoxy-phenyl)-cyclohexane-1,3-dione). Product: FC1=C(C=CC=C1)C1CC(CC(C1)=O)=O (5-(2-Fluoro-phenyl)-cyclohexane-1,3-dione). RXN SMILES: [F:1][C:2]1[CH:7]=[CH:6][CH:5]=[CH:4][C:3]=1[CH:8]=[CH:9][C:10](=[O:12])[CH3:11].C[O:14][C:15]1C=CC=C[C:16]=1C1CC(=O)CC(=O)C1>>[F:1][C:2]1[CH:7]=[CH:6][CH:5]=[CH:4][C:3]=1[CH:8]1[CH2:16][C:15](=[O:14])[CH2:11][C:10](=[O:12])[CH2:9]1. Reported procedure: The title compound was prepared from 4-(2-fluoro-phenyl)-but-3-en-2-one (7.3 g, 44.5 mmol), stage 1, following the procedure describing the synthesis of 5-(2-methoxy-phenyl)-cyclohexane-1,3-dione (example 1/a stage 2).